Task: describe an organic reaction: reactants, conditions, products, and yield. Dataset: the Open Reaction Database (ORD), a public repository of structured organic reaction records As a reaction SMILES: [Br:27][CH:28]([C:29](=[O:30])[O:31][CH2:32][CH3:33])[C:34](=[O:35])[O:36][CH2:37][CH3:38].[C:21](=[O:22])([O-:23])[O-:24].[CH3:39][C:40](=[O:41])[CH3:42].[K+:25].[K+:26].[OH:1][c:2]1[c:3]2[cH:4][cH:5][n:6]([C:11](=[O:12])[O:13][CH2:14][c:15]3[cH:16][cH:17][cH:18][cH:19][cH:20]3)[c:7]2[cH:8][cH:9][cH:10]1>>[O:1]([c:2]1[c:3]2[cH:4][cH:5][n:6]([C:11](=[O:12])[O:13][CH2:14][c:15]3[cH:16][cH:17][cH:18][cH:19][cH:20]3)[c:7]2[cH:8][cH:9][cH:10]1)[CH:28]([C:29](=[O:30])[O:31][CH2:32][CH3:33])[C:34](=[O:35])[O:36][CH2:37][CH3:38]. The product is CCOC(=O)C(Oc1cccc2c1ccn2C(=O)OCc1ccccc1)C(=O)OCC. Starting materials: CCOC(=O)C(Br)C(=O)OCC, O=C([O-])[O-], CC(C)=O, [K+], [K+], O=C(OCc1ccccc1)n1ccc2c(O)cccc21. Reactants: C(C)OC(=O)CON=C(C(=O)OC)C1=NN(C=C1)C (methyl ethoxycarbonyl-methoxyimino-(1-methyl-pyrazol-3-yl)acetate), [H][H] (hydrogen). Reagents/catalysts: [Pd] (palladium charcoal). Solvent: C(C)O (ethanol). The product is NC(C(=O)OC)C1=NN(C=C1)C (methyl 2-amino-2-(1-methyl-pyrazol-3-yl)-acetate). Reaction SMILES: C(OC(CO[N:8]=[C:9]([C:14]1[CH:18]=[CH:17][N:16]([CH3:19])[N:15]=1)[C:10]([O:12][CH3:13])=[O:11])=O)C.[H][H]>C(O)C.[Pd]>[NH2:8][CH:9]([C:14]1[CH:18]=[CH:17][N:16]([CH3:19])[N:15]=1)[C:10]([O:12][CH3:13])=[O:11]. Reported procedure: 2.61 g (9.69 mmol) methyl ethoxycarbonyl-methoxyimino-(1-methyl-pyrazol-3-yl)acetate are hydrogenated in 60 ml of ethanol with 1.1 g 5% palladium charcoal for 16 h at 50° C. under 3.4 bars pressure in a hydrogen atmosphere. Then the mixture is suction filtered and the filtrate is evaporated down completely i. vac. The reactants are CC(C)N1N=CC2=C1N=C(C=C2C(=O)O)C2CC2 (1-(1-methylethyl)-6-(cyclopropyl)-1H-pyrazolo[3,4-b]pyridine-4-carboxylic acid), NCC=1C(NC(=CC1C1=CC=CC=C1)C)=O (3-(aminomethyl)-6-methyl-4-phenyl-2(1H)-pyridinone). The product is C1(CC1)C=1C=C(C2=C(N1)N(N=C2)C(C)C)C(=O)NCC=2C(NC(=CC2C2=CC=CC=C2)C)=O (6-Cyclopropyl-1-(1-methylethyl)-N-[(6-methyl-2-oxo-4-phenyl-1,2-dihydro-3-pyridinyl)methyl]-1H-pyrazolo[3,4-b]pyridine-4-carboxamide). As a reaction SMILES: [CH3:1][CH:2]([N:4]1[C:8]2[N:9]=[C:10]([CH:16]3[CH2:18][CH2:17]3)[CH:11]=[C:12]([C:13]([OH:15])=O)[C:7]=2[CH:6]=[N:5]1)[CH3:3].[NH2:19][CH2:20][C:21]1[C:22](=[O:34])[NH:23][C:24]([CH3:33])=[CH:25][C:26]=1[C:27]1[CH:32]=[CH:31][CH:30]=[CH:29][CH:28]=1>>[CH:16]1([C:10]2[CH:11]=[C:12]([C:13]([NH:19][CH2:20][C:21]3[C:22](=[O:34])[NH:23][C:24]([CH3:33])=[CH:25][C:26]=3[C:27]3[CH:32]=[CH:31][CH:30]=[CH:29][CH:28]=3)=[O:15])[C:7]3[CH:6]=[N:5][N:4]([CH:2]([CH3:1])[CH3:3])[C:8]=3[N:9]=2)[CH2:18][CH2:17]1. Procedure details: The title compound was prepared in the same manner as described in example 11 from 1-(1-methylethyl)-6-(cyclopropyl)-1H-pyrazolo[3,4-b]pyridine-4-carboxylic acid (150 mg, 0.612 mmol) and 3-(aminomethyl)-6-methyl-4-phenyl-2(1H)-pyridinone (153 mg, 0.612 mmol). The product was collected as a white solid, 0.067 g (24%). LCMS E-S (M+H)=442.3. 1H NMR (400 MHz, DMSO-d6) δ ppm 1.04-1.11 (m, 3H), 1.47 (d, J=6.57 Hz, 5H), 2.22 (s, 3H), 2.24-2.29 (m, 1H), 3.17 (d, J=5.31 Hz, 2H), 4.07-4.15 (m, 1H), 4.19 (... Reactants: C1(=CC=CC=C1)C=1N=C(SC1)C=O (4-phenyl-1,3-thiazole-2-carbaldehyde), NC1=CC=C(COC2=CC=C(C=C2)CCC(=O)OC)C=C1 (methyl 3-{4-[(4-aminobenzyl)oxy]phenyl}-propanoate), C(CC)=O (Propanal), C(C)(=O)O[BH-](OC(C)=O)OC(C)=O.[Na+] (sodium triacetoxyborohydride), C(C)(=O)O[BH-](OC(C)=O)OC(C)=O.[Na+] (sodium triacetoxyborohydride). Solvent: ClCCCl (1,2-dichloroethane), C(C)(=O)O (acetic acid), O (water). Reaction conditions: time 1 hour. Product: C1(=CC=CC=C1)C=1N=C(SC1)CN(C1=CC=C(COC2=CC=C(C=C2)CCC(=O)OC)C=C1)CCC (methyl 3-[4-({4-[[(4-phenyl-1,3-thiazol-2-yl)methyl](propyl)amino]benzyl}oxy)phenyl]propanoate). Yield: 34.0%. RXN SMILES: [C:1]1([C:7]2[N:8]=[C:9]([CH:12]=O)[S:10][CH:11]=2)[CH:6]=[CH:5][CH:4]=[CH:3][CH:2]=1.[NH2:14][C:15]1[CH:34]=[CH:33][C:18]([CH2:19][O:20][C:21]2[CH:26]=[CH:25][C:24]([CH2:27][CH2:28][C:29]([O:31][CH3:32])=[O:30])=[CH:23][CH:22]=2)=[CH:17][CH:16]=1.C(O[BH-](OC(=O)C)OC(=O)C)(=O)C.[Na+].[CH:49](=O)[CH2:50][CH3:51]>O.ClCCCl.C(O)(=O)C>[C:1]1([C:7]2[N:8]=[C:9]([CH2:12][N:14]([CH2:49][CH2:50][CH3:51])[C:15]3[CH:34]=[CH:33][C:18]([CH2:19][O:20][C:21]4[CH:26]=[CH:25][C:24]([CH2:27][CH2:28][C:29]([O:31][CH3:32])=[O:30])=[CH:23][CH:22]=4)=[CH:17][CH:16]=3)[S:10][CH:11]=2)[CH:2]=[CH:3][CH:4]=[CH:5][CH:6]=1 |f:2.3|. Procedure details: To a mixture of 4-phenyl-1,3-thiazole-2-carbaldehyde (380 mg, 2.0 mmol), methyl 3-{4-[(4-aminobenzyl)oxy]phenyl}-propanoate (570 mg, 2.0 mmol), acetic acid (0.1 mL), and 1,2-dichloroethane (5 mL) was added sodium triacetoxyborohydride (0.6 g, 2.8 mmol) under ice-cooling, and the mixture was warmed to room temperature and stirred for 1 hr. Propanal (120 mg, 2.1 mmol) and sodium triacetoxyborohydride (0.4 g, 1.9 mmol) were added to the reaction mixture, and the mixture was further stirred at room ...